From a dataset of the Open Reaction Database (ORD), a public repository of structured organic reaction records. describe an organic reaction: reactants, conditions, products, and yield Reactants: NC=1SC=C(N1)C(C(=O)O)=NOC(C)C (2-(2-Aminothiazol-4-yl)-2-iso-propoxyiminoacetic acid), CC(=O)OCC1=C2C=CC=CC2=C(C3=CC=CC=C31)COC(=O)C (acetic). Run in C(=O)O (formic acid). The product is C(=O)NC=1SC=C(N1)C(C(=O)O)=NOC(C)C (2-(2-formamidothiazol-4-yl)-2-isopropoxyiminoacetic acid). Reaction SMILES: [NH2:1][C:2]1[S:3][CH:4]=[C:5]([C:7](=[N:11][O:12][CH:13]([CH3:15])[CH3:14])[C:8]([OH:10])=[O:9])[N:6]=1.C[C:17](OCC1C2C(=CC=CC=2)C(COC(C)=O)=C2C=1C=CC=C2)=[O:18]>C(O)=O>[CH:17]([NH:1][C:2]1[S:3][CH:4]=[C:5]([C:7](=[N:11][O:12][CH:13]([CH3:15])[CH3:14])[C:8]([OH:10])=[O:9])[N:6]=1)=[O:18]. Procedure: 2-(2-Aminothiazol-4-yl)-2-iso-propoxyiminoacetic acid (syn isomer, 4 g.), acetic anhyddride (7.6 g.) and formic acid (3.4 g.) were treated in a similar manner to that of Example F-(5) to give 2-(2-formamidothiazol-4-yl)-2-isopropoxyiminoacetic acid (syn isomer, 3.75 g.), mp. 168° to 169° C. (dec.). Starting materials: C1=C(C=CC2=CC=CC=C12)CN1C(COC2=C1C(=CC=C2)NC(C(=O)O)=O)=O (N-(4-Naphthalen-2-ylmethyl-3-oxo-3,4-dihydro-2H-benzo[1,4]oxazin-5-yl)-oxalamic acid), S1C(=CC=C1)S(=O)(=O)N (thiophene sulfonamide), CCN=C=NCCCN(C)C (EDCI). Reagents/catalysts: CN(C)C=1C=CN=CC1 (DMAP). Solvent: C(Cl)(Cl)Cl (chloroform), C(Cl)Cl (methylene chloride). Yields the product C1=C(C=CC2=CC=CC=C12)CN1C(COC2=C1C(=CC=C2)NC(C(NS(=O)(=O)C=2SC=CC2)=O)=O)=O (N-(4-Naphthalen-2-ylmethyl-3-oxo-3,4-dihydro-2H-benzo[1,4]oxazin-5-yl)-2-oxo-2-(thiophen-2-sulfonylamino)-acetamide), P019. As a reaction SMILES: [CH:1]1[C:10]2[C:5](=[CH:6][CH:7]=[CH:8][CH:9]=2)[CH:4]=[CH:3][C:2]=1[CH2:11][N:12]1[C:17]2[C:18]([NH:22][C:23](=[O:27])[C:24]([OH:26])=O)=[CH:19][CH:20]=[CH:21][C:16]=2[O:15][CH2:14][C:13]1=[O:28].[S:29]1[CH:33]=[CH:32][CH:31]=[C:30]1[S:34]([NH2:37])(=[O:36])=[O:35].CCN=C=NCCCN(C)C>CN(C1C=CN=CC=1)C.C(Cl)Cl.C(Cl)(Cl)Cl>[CH:1]1[C:10]2[C:5](=[CH:6][CH:7]=[CH:8][CH:9]=2)[CH:4]=[CH:3][C:2]=1[CH2:11][N:12]1[C:17]2[C:18]([NH:22][C:23](=[O:27])[C:24](=[O:26])[NH:37][S:34]([C:30]3[S:29][CH:33]=[CH:32][CH:31]=3)(=[O:36])=[O:35])=[CH:19][CH:20]=[CH:21][C:16]=2[O:15][CH2:14][C:13]1=[O:28]. Procedure details: A mixture of N-(4-Naphthalen-2-ylmethyl-3-oxo-3,4-dihydro-2H-benzo[1,4]oxazin-5-yl)-oxalamic acid, I-62 (52 mg, 0.14 mmol), thiophene sulfonamide (28 mg, 0.17 mmol), EDCI (33 mg, 0.17 mmol), DMAP (22 mg, 0.17 mmol) in methylene chloride was stirred at room temperature for 24 h. Reaction was diluted with chloroform (10 mL) and washed with 6.0 M HCl (3.0 mL×4), water (3.0 mL). Chloroform layer was concentrated and the residue was purified over silica gel with chloroform:methanol (90:10) as eluant ...